This data is from the Open Reaction Database (ORD), a public repository of structured organic reaction records. The task is: describe an organic reaction: reactants, conditions, products, and yield Reactants: Cc1c(CCC(=O)O)c[nH]c1C=O, CCOc1cccc(-c2ccc3c(c2)NC(=O)C3)c1, C1CCNCC1, CCO. The product is CCOc1cccc(-c2ccc3c(c2)NC(=O)C3=Cc2[nH]cc(CCC(=O)O)c2C)c1. As a reaction SMILES: [C:1](=[O:2])([OH:3])[CH2:4][CH2:5][c:6]1[c:7]([CH3:13])[c:8]([CH:11]=[O:12])[nH:9][cH:10]1.[CH2:14]([CH3:15])[O:16][c:17]1[cH:18][c:19](-[c:23]2[cH:24][cH:25][c:26]3[c:30]([cH:31]2)[NH:29][C:28](=[O:32])[CH2:27]3)[cH:20][cH:21][cH:22]1.[CH2:33]1[CH2:34][CH2:35][NH:36][CH2:37][CH2:38]1.[CH3:39][CH2:40][OH:41]>>[C:1](=[O:2])([OH:3])[CH2:4][CH2:5][c:6]1[c:7]([CH3:13])[c:8]([CH:11]=[C:27]2[c:26]3[cH:25][cH:24][c:23](-[c:19]4[cH:18][c:17]([O:16][CH2:14][CH3:15])[cH:22][cH:21][cH:20]4)[cH:31][c:30]3[NH:29][C:28]2=[O:32])[nH:9][cH:10]1. Procedure: A solution of 50 mg (0.10 mmole) of 4-(4-bromo-2-fluorobenzyl)-5-n-butyl-2-[2-chloro-5-(methoxycarbonyl)phenyl]-2,4-dihydro-3H-1,2,4-triazol-3-one (from Step D) in 1 mL of n-butylamine was stirred overnight at 65° C. and then evaporated in vacuo. The residue was flash chromatographed on 15 cc of silica gel (gradient elution with 1-5% MeOH in CH2Cl2) to yield 41 mg (76%) of colorless, glassy solid, mp 114°-116° C.; homogeneous by TLC (95:5 CH2Cl2 --MeOH); mass spectrum (FAB) m/e 537, 539 (M+1)+. RXN SMILES: [Br:1][C:2]1[CH:29]=[CH:28][C:5]([CH2:6][N:7]2[C:11]([CH2:12][CH2:13][CH2:14][CH3:15])=[N:10][N:9]([C:16]3[CH:21]=[C:20]([C:22]([O:24]C)=O)[CH:19]=[CH:18][C:17]=3[Cl:26])[C:8]2=[O:27])=[C:4]([F:30])[CH:3]=1.C(Cl)Cl.CO>C(N)CCC>[Br:1][C:2]1[CH:29]=[CH:28][C:5]([CH2:6][N:7]2[C:11]([CH2:12][CH2:13][CH2:14][CH3:15])=[N:10][N:9]([C:16]3[CH:21]=[C:20]([C:22](=[O:24])[NH:7][CH2:6][CH2:5][CH2:4][CH3:3])[CH:19]=[CH:18][C:17]=3[Cl:26])[C:8]2=[O:27])=[C:4]([F:30])[CH:3]=1. Product: BrC1=CC(=C(CN2C(N(N=C2CCCC)C2=C(C=CC(=C2)C(NCCCC)=O)Cl)=O)C=C1)F (4-(4-Bromo-2-fluorobenzyl)-5-n-butyl-2-[5-(N-n-butylcarbamoyl)-2-chloro-phenyl]-2,4-dihydro-3H-1,2,4-triazol-3-one). The solvent is C(CCC)N (n-butylamine). Reactants: C(Cl)Cl (CH2Cl2), BrC1=CC(=C(CN2C(N(N=C2CCCC)C2=C(C=CC(=C2)C(=O)OC)Cl)=O)C=C1)F (4-(4-Bromo-2-fluorobenzyl)-5-n-butyl-2-[2-chloro-5-(methoxycarbonyl)phenyl]-2,4-dihydro-3H-1,2,4-triazol-3-one), CO (MeOH). The reactants are C([O-])(O)=O.[Na+] (sodium bicarbonate), N1CCOCC1 (morpholine), NaBH (OAc)3, C1(CCCCC1)C1=CC2=C(N=C(N=C2\C=C/O)C)S1 ((Z)-2-(6-cyclohexyl-2-methylthieno[2,3-d]pyrimidin-4-yl)ethenol). Run in CC(=O)O (AcOH). Run at time 15 hour. Product: C1(CCCCC1)C1=CC2=C(N=C(N=C2CCN2CCOCC2)C)S1 (6-cyclohexyl-2-methyl-4-[2-(morpholin-4-yl)ethyl]thieno[2,3-d]pyrimidine). RXN SMILES: [CH:1]1([C:7]2[S:19][C:10]3[N:11]=[C:12]([CH3:18])[N:13]=[C:14](/[CH:15]=[CH:16]\O)[C:9]=3[CH:8]=2)[CH2:6][CH2:5][CH2:4][CH2:3][CH2:2]1.[NH:20]1[CH2:25][CH2:24][O:23][CH2:22][CH2:21]1.C(=O)(O)[O-].[Na+]>CC(O)=O>[CH:1]1([C:7]2[S:19][C:10]3[N:11]=[C:12]([CH3:18])[N:13]=[C:14]([CH2:15][CH2:16][N:20]4[CH2:25][CH2:24][O:23][CH2:22][CH2:21]4)[C:9]=3[CH:8]=2)[CH2:6][CH2:5][CH2:4][CH2:3][CH2:2]1 |f:2.3|. Procedure details: To a mixture of (Z)-2-(6-cyclohexyl-2-methylthieno[2,3-d]pyrimidin-4-yl)ethenol (120 mg) and AcOH (12 mL) were added morpholine (400 μL) and NaBH (OAc)3 (200 mg), followed by stirring at room temperature for 15 hours. To the reaction mixture was added saturated aqueous sodium bicarbonate, followed by extraction with chloroform. The organic layer was washed with brine, dried over Na2SO4, and then concentrated under reduced pressure. The residue was purified by basic silica gel column (hexane/EtOA... Starting materials: C1CCOC1, CN(C)C(=O)C1CC(O)CN1, CCN(C(C)C)C(C)C, COc1ncc(C2(Cl)C(=O)Nc3ccc(Cl)cc32)c(OC)n1, ClCCl, Cl, O. Product: COc1ncc(C2(N3CC(O)CC3C(=O)N(C)C)C(=O)Nc3ccc(Cl)cc32)c(OC)n1. Reaction SMILES: [CH2:35]1[O:36][CH2:37][CH2:38][CH2:39]1.[CH3:2][N:3]([C:4](=[O:5])[CH:6]1[NH:7][CH2:8][CH:9]([OH:11])[CH2:10]1)[CH3:12].[CH:40]([N:41]([CH2:42][CH3:43])[CH:44]([CH3:45])[CH3:46])([CH3:47])[CH3:48].[Cl:13][C:14]1([c:25]2[c:26]([O:33][CH3:34])[n:27][c:28]([O:31][CH3:32])[n:29][cH:30]2)[C:15](=[O:24])[NH:16][c:17]2[cH:18][cH:19][c:20]([Cl:23])[cH:21][c:22]21.[Cl:49][CH2:50][Cl:51].[ClH:1].[OH2:52]>>[CH3:2][N:3]([C:4](=[O:5])[CH:6]1[N:7]([C:14]2([c:25]3[c:26]([O:33][CH3:34])[n:27][c:28]([O:31][CH3:32])[n:29][cH:30]3)[C:15](=[O:24])[NH:16][c:17]3[cH:18][cH:19][c:20]([Cl:23])[cH:21][c:22]32)[CH2:8][CH:9]([OH:11])[CH2:10]1)[CH3:12].